Dataset: the Open Reaction Database (ORD), a public repository of structured organic reaction records. Task: describe an organic reaction: reactants, conditions, products, and yield Starting materials: NC1[C@@H]2N(C(=CCS2)C(=O)O)C1=O (7-Amino-3-cephem-4-carboxylic acid), C([O-])(O)=O.[Na+] (sodium bicarbonate), C[Si](C)(C)CC(=O)N (trimethylsilylacetamide), NC1[C@@H]2N(C(=CCS2)C(=O)O)C1=O (7-amino-3-cephem-4-carboxylic acid), resultant solution, O(Cl)Cl (oxychloride), NC=1SC=C(N1)C(C(=O)O)=NOC (2-(2-amino-4-thiazolyl)-2-methoxyiminoacetic acid), P(=O)(Cl)(Cl)Cl (phosphorus oxychloride). Run in CN(C=O)C (dimethylformamide), O (water), CC(=O)C (acetone), C(C)(=O)OCC (ethyl acetate), C(C)(=O)OCC (Ethyl acetate), C(C)(=O)OCC (ethyl acetate). Conditions: time 30 minute. Product: NC=1SC=C(N1)C(C(=O)NC1[C@@H]2N(C(=CCS2)C(=O)O)C1=O)=NOC (7-[2-(2-amino-4-thiazolyl)-2-methoxyiminoacetamido]-3-cephem-4-carboxylic acid). The yield is 61.4%. RXN SMILES: [NH2:1][CH:2]1[C:12](=[O:13])[N:4]2[C:5]([C:9]([OH:11])=[O:10])=[CH:6][CH2:7][S:8][C@H:3]12.C(=O)(O)[O-].[Na+].O(Cl)Cl.[NH2:22][C:23]1[S:24][CH:25]=[C:26]([C:28](=[N:32][O:33][CH3:34])[C:29](O)=[O:30])[N:27]=1.C[Si](CC(N)=O)(C)C.P(Cl)(Cl)(Cl)=O>O.CC(C)=O.C(OCC)(=O)C.CN(C)C=O>[NH2:22][C:23]1[S:24][CH:25]=[C:26]([C:28](=[N:32][O:33][CH3:34])[C:29]([NH:1][CH:2]2[C:12](=[O:13])[N:4]3[C:5]([C:9]([OH:11])=[O:10])=[CH:6][CH2:7][S:8][C@H:3]23)=[O:30])[N:27]=1 |f:1.2|. Procedure: 7-Amino-3-cephem-4-carboxylic acid (1.7 g.) and sodium bicarbonate (2.84 g.) were dissolved in a mixture of water (35 ml.) and acetone (35 ml.). On the other hand, phosporus oxychloride (1.95 ml.) was added dropwise to a suspension of 2-(2-amino-4-thiazolyl)-2-methoxyiminoacetic acid (syn-isomer: 3.42 g.) in dry ethyl acetate (34 ml.) over 10 minutes at 0° to 6° C., and the mixture was stirred at the same temperature for 30 minutes. To the solution was added dropwise a solution of trimethylsilyl... Reactants: C(C=C)N(CCC)C1COC2=CC=CC(=C2C1)OS(=O)(=O)C(F)(F)F (3-(N-Allyl-N-n-propylamino)-5-trifluoromethanesulfonyloxychroman), [Li+].[Cl-] (LiCl), CN(C)C=O (DMF), C[Sn](C)(C)C (Tetramethyltin). The reagents and catalysts are Cl[Pd]Cl (PdCl2), C(C)(C)(C)C1=C(C(=CC(=C1)C)C(C)(C)C)O (2.6-di-t-butyl-4-methylphenol). The solvent is C1CCOC1.CCCCCC (THF n-hexane). Conditions: temperature 120 celsius, time 4 hour. The product is C(C)(=O)C1=C2CC(COC2=CC=C1)N(CCC)CC=C (5-acetyl-3-(N-allyl-N-n-propylamino)-chroman). Yield: 39.0%. As a reaction SMILES: [CH2:1]([N:4]([CH:8]1[CH2:17][C:16]2[C:11](=[CH:12][CH:13]=[CH:14][C:15]=2OS(C(F)(F)F)(=O)=O)[O:10][CH2:9]1)[CH2:5][CH2:6][CH3:7])[CH:2]=[CH2:3].[Li+].[Cl-].[CH3:28][Sn](C)(C)C.CN([CH:36]=[O:37])C>C1COCC1.CCCCCC.Cl[Pd]Cl.C(C1C=C(C)C=C(C(C)(C)C)C=1O)(C)(C)C>[C:36]([C:15]1[CH:14]=[CH:13][CH:12]=[C:11]2[C:16]=1[CH2:17][CH:8]([N:4]([CH2:1][CH:2]=[CH2:3])[CH2:5][CH2:6][CH3:7])[CH2:9][O:10]2)(=[O:37])[CH3:28] |f:1.2,5.6|. Reported procedure: 3-(N-Allyl-N-n-propylamino)-5-trifluoromethanesulfonyloxychroman (0.28 g, 0.74 mmol), LiCl (0.097 g, 2.3 mmol), PdCl2 (dppf) (0.031 g, 0.04 mmol) and 2.6-di-t-butyl-4-methylphenol (0.005 g) were dissolved in DMF (5.0 mL) in a three-necked round-bottom flask (50 mL) with a magnetic stirrer. The flask was evacuated, followed by inlet of CO (three times). Tetramethyltin (0.12 mL, 0.89 mmol) was added and then the mixture was stirred under an atmosphere of CO (1 atm) at 120° C. (oilbath temp) for 4 ... Reactants: 2A, BrC1=C2C(C(N(C2=CC=C1)C(C1=CC=CC=C1)C1=CC=CC=C1)=O)=O (4-bromo-1-benzhydrylindoline-2,3-dione), FC(C1=CC=C(O1)CN1C(C(C2=CC=CC=C12)=O)=O)(F)F (1-((5-(trifluoromethyl)furan-2-yl)methyl)indoline-2,3-dione), O1CCOC2=C1C=CC(=C2)O (2,3-dihydro-1,4-benzodioxin-6-ol), BrC=1C=C(C=CC1)O (3-bromophenol). Product: BrC1=C2C(C(N(C2=CC=C1)C(C1=CC=CC=C1)C1=CC=CC=C1)=O)(C1=CC2=C(OCCO2)C=C1O)O (4-bromo-1-(diphenylmethyl)-3-hydroxy-3-(7-hydroxy-2,3-dihydro-1,4-benzodioxin-6-yl)-1,3-dihydro-2H-indol-2-one). Reaction SMILES: [O:1]1[C:6]2[CH:7]=[CH:8][C:9]([OH:11])=[CH:10][C:5]=2[O:4][CH2:3][CH2:2]1.BrC1C=C(O)C=CC=1.[Br:20][C:21]1[CH:29]=[CH:28][CH:27]=[C:26]2[C:22]=1[C:23](=[O:44])[C:24](=[O:43])[N:25]2[CH:30]([C:37]1[CH:42]=[CH:41][CH:40]=[CH:39][CH:38]=1)[C:31]1[CH:36]=[CH:35][CH:34]=[CH:33][CH:32]=1.FC(F)(F)C1OC(CN2C3C(=CC=CC=3)C(=O)C2=O)=CC=1>>[Br:20][C:21]1[CH:29]=[CH:28][CH:27]=[C:26]2[C:22]=1[C:23]([OH:44])([C:8]1[C:9]([OH:11])=[CH:10][C:5]3[O:4][CH2:3][CH2:2][O:1][C:6]=3[CH:7]=1)[C:24](=[O:43])[N:25]2[CH:30]([C:31]1[CH:32]=[CH:33][CH:34]=[CH:35][CH:36]=1)[C:37]1[CH:42]=[CH:41][CH:40]=[CH:39][CH:38]=1. Procedure details: Following the procedure as described in PREPARATION 2A and making non-critical variations using 2,3-dihydro-1,4-benzodioxin-6-ol to replace 3-bromophenol, and 4-bromo-1-benzhydrylindoline-2,3-dione to replace 1-((5-(trifluoromethyl)furan-2-yl)methyl)indoline-2,3-dione, 4-bromo-1-(diphenylmethyl)-3-hydroxy-3-(7-hydroxy-2,3-dihydro-1,4-benzodioxin-6-yl)-1,3-dihydro-2H-indol-2-one was obtained (99%) as a colorless solid: 1H NMR (300 MHz, DMSO-d6) δ9.06 (s, 1H), 7.44-7.28 (m, 10H), 6.98-6.82 (m, 2H)... Starting materials: CC(C)C1=CC(=C(C(=C1)C(C)C)C2=C(C=CC=C2)P(C3CCCCC3)C4CCCCC4)C(C)C (X-Phos), ClC=1N=C(C2=C(N1)C=CO2)NC2CC2 (2-chloro-N-cyclopropylfuro[3,2-d]pyrimidin-4-amine), NC1=CC=C2C=NN(C2=C1)C(=O)OC(C)(C)C (tert-butyl 6-amino-1H-indazole-1-carboxylate), C(=O)([O-])[O-].[K+].[K+] (K2CO3). The reagents and catalysts are C=1C=CC(=CC1)/C=C/C(=O)/C=C/C2=CC=CC=C2.C=1C=CC(=CC1)/C=C/C(=O)/C=C/C2=CC=CC=C2.C=1C=CC(=CC1)/C=C/C(=O)/C=C/C2=CC=CC=C2.[Pd].[Pd] (Pd2dba3). The solvent is CC(C)(C)O (t-BuOH). Conditions: temperature 85 celsius. Product: C1(CC1)NC=1C2=C(N=C(N1)NC1=CC=C3C=NN(C3=C1)C(=O)OC(C)(C)C)C=CO2 (tert-butyl 6-(4-(cyclopropylamino)furo[3,2-d]pyrimidin-2-ylamino)-1H-indazole-1-carboxylate). Yield: 48.0%. RXN SMILES: Cl[C:2]1[N:3]=[C:4]([NH:11][CH:12]2[CH2:14][CH2:13]2)[C:5]2[O:10][CH:9]=[CH:8][C:6]=2[N:7]=1.[NH2:15][C:16]1[CH:24]=[C:23]2[C:19]([CH:20]=[N:21][N:22]2[C:25]([O:27][C:28]([CH3:31])([CH3:30])[CH3:29])=[O:26])=[CH:18][CH:17]=1.C([O-])([O-])=O.[K+].[K+].CC(C1C=C(C(C)C)C(C2C=CC=CC=2P(C2CCCCC2)C2CCCCC2)=C(C(C)C)C=1)C>C1C=CC(/C=C/C(/C=C/C2C=CC=CC=2)=O)=CC=1.C1C=CC(/C=C/C(/C=C/C2C=CC=CC=2)=O)=CC=1.C1C=CC(/C=C/C(/C=C/C2C=CC=CC=2)=O)=CC=1.[Pd].[Pd].CC(O)(C)C>[CH:12]1([NH:11][C:4]2[C:5]3[O:10][CH:9]=[CH:8][C:6]=3[N:7]=[C:2]([NH:15][C:16]3[CH:24]=[C:23]4[C:19]([CH:20]=[N:21][N:22]4[C:25]([O:27][C:28]([CH3:31])([CH3:30])[CH3:29])=[O:26])=[CH:18][CH:17]=3)[N:3]=2)[CH2:14][CH2:13]1 |f:2.3.4,6.7.8.9.10|. Procedure details: To a flask was added 2-chloro-N-cyclopropylfuro[3,2-d]pyrimidin-4-amine (10.5 g, 50.1 mmol, Example #3, Step C), tert-butyl 6-amino-1H-indazole-1-carboxylate (14.02 g, 60.1 mmol, Frontier), K2CO3 (8.31 g, 60.1 mmol) and t-BuOH (334 mL). The reaction vessel was purged under vacuum and vented with N2 three times. To the mixture was added Pd2dba3 (2.75 g, 3.01 mmol) and X-Phos (2.87 g, 6.01 mmol). The reaction vessel was purged under vacuum and vented with N2. The mixture was heated to about 85° C.... Reactants: CC(C)C(Br)C(=O)Cl, O=C([O-])O, CCOC(C)=O, Cl, CC(C)c1cccc(N)c1O, [Na+], O. The product is CC(C)c1cccc(NC(=O)C(Br)C(C)C)c1O. As a reaction SMILES: [Br:19][CH:20]([C:21](=[O:22])[Cl:23])[CH:24]([CH3:25])[CH3:26].[C:14](=[O:15])([OH:16])[O-:17].[CH3:27][CH2:28][O:29][C:30](=[O:31])[CH3:32].[ClH:1].[NH2:2][c:3]1[c:4]([OH:12])[c:5]([CH:9]([CH3:10])[CH3:11])[cH:6][cH:7][cH:8]1.[Na+:18].[OH2:13]>>[NH:2]([c:3]1[c:4]([OH:12])[c:5]([CH:9]([CH3:10])[CH3:11])[cH:6][cH:7][cH:8]1)[C:21]([CH:20]([Br:19])[CH:24]([CH3:25])[CH3:26])=[O:22]. Reactants: IC (iodomethane), [H-].[Na+] (sodium hydride), cis-4-[(3,5-bis-trifluoromethyl-benzyl)-methoxycarbonyl-amino]-7-hydroxymethyl-6-methoxy-2-methyl-3,4-dihydro-2H-quinoline-1, C(C)OC(=O)N1[C@H](C[C@H](C2=CC(=C(C=C12)CO)OC)N(C(=O)OC)CC1=CC(=CC(=C1)C(F)(F)F)C(F)(F)F)C (cis-4-[(3,5-Bis-trifluoromethyl-benzyl)-methoxycarbonyl-amino]-7-hydroxymethyl-6-methoxy-2-methyl-3,4-dihydro-2H-quinoline-1-carboxylic acid ethyl ester), O (water). Solvent: CN(C=O)C (N,N-dimethylformamide). Run at time 30 minute. Yields the product C(C)OC(=O)N1[C@H](C[C@H](C2=CC(=C(C=C12)COC)OC)N(C(=O)OC)CC1=CC(=CC(=C1)C(F)(F)F)C(F)(F)F)C (cis-4-[(3,5-Bis-trifluoromethyl-benzyl)-methoxycarbonyl-amino]-6-methoxy-7-methoxymethyl-2-methyl-3,4-dihydro-2H-quinoline-1-carboxylic acid ethyl ester). Isolated yield 58.2%. Reaction SMILES: [H-].[Na+].[CH2:3]([O:5][C:6]([N:8]1[C:17]2[C:12](=[CH:13][C:14]([O:20][CH3:21])=[C:15]([CH2:18][OH:19])[CH:16]=2)[C@H:11]([N:22]([CH2:27][C:28]2[CH:33]=[C:32]([C:34]([F:37])([F:36])[F:35])[CH:31]=[C:30]([C:38]([F:41])([F:40])[F:39])[CH:29]=2)[C:23]([O:25][CH3:26])=[O:24])[CH2:10][C@@H:9]1[CH3:42])=[O:7])[CH3:4].I[CH3:44].O>CN(C)C=O>[CH2:3]([O:5][C:6]([N:8]1[C:17]2[C:12](=[CH:13][C:14]([O:20][CH3:21])=[C:15]([CH2:18][O:19][CH3:44])[CH:16]=2)[C@H:11]([N:22]([CH2:27][C:28]2[CH:29]=[C:30]([C:38]([F:39])([F:41])[F:40])[CH:31]=[C:32]([C:34]([F:35])([F:36])[F:37])[CH:33]=2)[C:23]([O:25][CH3:26])=[O:24])[CH2:10][C@@H:9]1[CH3:42])=[O:7])[CH3:4] |f:0.1|. Reported procedure: To a suspension of sodium hydride (4.2 mg, 60% dispersion in mineral oil, 0.10 mmol) in N,N-dimethylformamide (2.5 mL) was added cis-4-[(3,5-bis-trifluoromethyl-benzyl)-methoxycarbonyl-amino]-7-hydroxymethyl-6-methoxy-2-methyl-3,4-dihydro-2H-quinoline-1-carboxylic add ethyl ester (Example 85) (50 mg, 0.087 mmol). After the reaction was stirred at room temperature for 30 min, iodomethane (60 μL, 0.96 mmol) was added, and the reaction was stirred for 18 h. The reaction mixture was then poured into... Starting materials: C(C)(C)(C)OC(=O)N[C@H](C(=O)O)CC1=CC=C(C=C1)C1=CC=CC=C1 ((S)-2-t-butoxycarbonylamino-3-(biphenyl-4-yl)-propionic acid), CN1CCOCC1 (N-methylmorpholine), ClC(=O)OCC(C)C (isobutyl chloroformate). The reagents and catalysts are C(C1=CC=CC=C1)(=O)[O-].[Ag+] (silver benzoate). Run in C(C)N(CC)CC (triethylamine), C1CCOC1 (THF). Run at time 1 hour. Product: COC(C[C@H](CC1=CC=C(C=C1)C1=CC=CC=C1)NC(=O)OC(C)(C)C)=O ((S)-3-t-Butoxycarbonylamino-4-(biphenyl-4-yl)-butyric acid methyl ester). RXN SMILES: [C:1]([O:5][C:6]([NH:8][C@@H:9]([CH2:13][C:14]1[CH:19]=[CH:18][C:17]([C:20]2[CH:25]=[CH:24][CH:23]=[CH:22][CH:21]=2)=[CH:16][CH:15]=1)C(O)=O)=[O:7])([CH3:4])([CH3:3])[CH3:2].CN1C[CH2:31][O:30][CH2:29][CH2:28]1.ClC(OCC(C)C)=[O:35]>C1COCC1.C(N(CC)CC)C.C([O-])(=O)C1C=CC=CC=1.[Ag+]>[CH3:31][O:30][C:29](=[O:35])[CH2:28][C@@H:9]([NH:8][C:6]([O:5][C:1]([CH3:3])([CH3:4])[CH3:2])=[O:7])[CH2:13][C:14]1[CH:15]=[CH:16][C:17]([C:20]2[CH:21]=[CH:22][CH:23]=[CH:24][CH:25]=2)=[CH:18][CH:19]=1 |f:5.6|. Procedure: Similarly to a method reported in J. Med. Chem., 1988, 31, 2199, to a stirred solution of (S)-2-t-butoxycarbonylamino-3-(biphenyl-4-yl)-propionic acid (J. Org. Chem., 1992, 57, 379; 1 g, 2.93 mmol) in THF (10 mL) at 0° is added N-methylmorpholine (0.35 mL, 3.18 mmol), followed by isobutyl chloroformate (0.39 mL, 3.0 mmol). The suspension is stirred for 1 hour, then filtered. The precipitate is washed with dry ether (5 mL). A saturated solution of diazomethane in ether is added at 0° until persis... Reactants: NC1=CC=C(CO)C=C1 (p-aminobenzyl alcohol), Cl (hydrochloric acid), N(=O)[O-].[Na+] (sodium nitrite), C(#N)C=1C(N(C(=CC1C)O)C)=O (3-cyano-1,4-dimethyl-6-hydroxy-2-pyridone), [OH-].[Na+] (sodium hydroxide), C(C)(=O)[O-].[Na+] (sodium acetate). Solvent: O (water). Conditions: time 30 minute. Yields the product C(#N)C=1C(N(C(=C(C1C)N=NC1=CC=C(C=C1)CO)O)C)=O (3-cyano-1,4-dimethyl-6-hydroxy-5-(4-hydroxymethylphenylazo)-2-pyridone). The yield is 95.7%. Reaction SMILES: [NH2:1][C:2]1[CH:9]=[CH:8][C:5]([CH2:6][OH:7])=[CH:4][CH:3]=1.Cl.[N:11]([O-])=O.[Na+].[C:15]([C:17]1[C:18](=[O:26])[N:19]([CH3:25])[C:20]([OH:24])=[CH:21][C:22]=1[CH3:23])#[N:16].[OH-].[Na+].C([O-])(=O)C.[Na+]>O>[C:15]([C:17]1[C:18](=[O:26])[N:19]([CH3:25])[C:20]([OH:24])=[C:21]([N:11]=[N:1][C:2]2[CH:9]=[CH:8][C:5]([CH2:6][OH:7])=[CH:4][CH:3]=2)[C:22]=1[CH3:23])#[N:16] |f:2.3,5.6,7.8|. Procedure: 12.3 g of p-aminobenzyl alcohol was diazotized in a conventional manner using 30 ml of hydrochloric acid and 7 g of sodium nitrite. The diazotized solution thus obtained was added to a mixture composed of 16.4 g of 3-cyano-1,4-dimethyl-6-hydroxy-2-pyridone, 4 g of sodium hydroxide, 50 g of sodium acetate and 300 ml of water at a temperature range between 0° C. and 5° C. The mixture was stirred at a temperatue range between 5° C. and 10° C. for 30 minutes, the orange yellow colored precipitate th... Yields the product C(C)(=O)NC=1SC2=C(N1)C(=CC=C2)OC2=CC(=NC=N2)C2=C(C=C(C=C2)C(F)(F)F)NC(=O)[C@H]2N([C@H](CC2)C2=CC=CC=C2)CC2CC2 ((2S,5R)-N-(2-(6-(2-Acetamidobenzo[d]thiazol-4-yloxy)pyrimidin-4-yl)-5-(trifluoromethyl)phenyl)-1-(cyclopropylmethyl)-5-phenylpyrrolidine-2-carboxamide). Procedure: (2S,5R)-N-(2-(6-(2-Acetamidobenzo[d]thiazol-4-yloxy)pyrimidin-4-yl)-5-(trifluoromethyl)phenyl)-5-phenylpyrrolidine-2-carboxamide, Example 60, (62 mg, 0.1 mmol) was reacted with cyclopropanecarboxaldehyde (0.009 mL, 0.12 mmol, Aldrich) under the conditions of Example 3(d) to give the title compound as a white solid. MS (ESI, pos. ion.) m/z: 673 (M+1). As a reaction SMILES: [C:1]([NH:4][C:5]1[S:6][C:7]2[CH:13]=[CH:12][CH:11]=[C:10]([O:14][C:15]3[N:20]=[CH:19][N:18]=[C:17]([C:21]4[CH:26]=[CH:25][C:24]([C:27]([F:30])([F:29])[F:28])=[CH:23][C:22]=4[NH:31][C:32]([C@@H:34]4[CH2:38][CH2:37][C@H:36]([C:39]5[CH:44]=[CH:43][CH:42]=[CH:41][CH:40]=5)[NH:35]4)=[O:33])[CH:16]=3)[C:8]=2[N:9]=1)(=[O:3])[CH3:2].[CH:45]1([CH:48]=O)[CH2:47][CH2:46]1>>[C:1]([NH:4][C:5]1[S:6][C:7]2[CH:13]=[CH:12][CH:11]=[C:10]([O:14][C:15]3[N:20]=[CH:19][N:18]=[C:17]([C:21]4[CH:26]=[CH:25][C:24]([C:27]([F:28])([F:29])[F:30])=[CH:23][C:22]=4[NH:31][C:32]([C@@H:34]4[CH2:38][CH2:37][C@H:36]([C:39]5[CH:44]=[CH:43][CH:42]=[CH:41][CH:40]=5)[N:35]4[CH2:48][CH:45]4[CH2:47][CH2:46]4)=[O:33])[CH:16]=3)[C:8]=2[N:9]=1)(=[O:3])[CH3:2]. Reactants: C(C)(=O)NC=1SC2=C(N1)C(=CC=C2)OC2=CC(=NC=N2)C2=C(C=C(C=C2)C(F)(F)F)NC(=O)[C@H]2N[C@H](CC2)C2=CC=CC=C2 ((2S,5R)-N-(2-(6-(2-Acetamidobenzo[d]thiazol-4-yloxy)pyrimidin-4-yl)-5-(trifluoromethyl)phenyl)-5-phenylpyrrolidine-2-carboxamide), C1(CC1)C=O (cyclopropanecarboxaldehyde). The reactants are O1C(=CC2=C1C=CC=C2)C(=O)N[C@H](C)C2=NOC(=C2)C(=O)OCC ((R)-ethyl 3-(1-(benzofuran-2-carboxamido)ethyl)isoxazole-5-carboxylate), [OH-].[Li+] (lithium hydroxide), Cl (hydrochloric acid). Solvent: CO (MeOH). Reaction conditions: time 16 hour. Yields the product O1C(=CC2=C1C=CC=C2)C(=O)N[C@H](C)C2=NOC(=C2)C(=O)O ((R)-3-(1-(benzofuran-2-carboxamido)ethyl)isoxazole-5-carboxylic acid). RXN SMILES: [O:1]1[C:5]2[CH:6]=[CH:7][CH:8]=[CH:9][C:4]=2[CH:3]=[C:2]1[C:10]([NH:12][C@@H:13]([C:15]1[CH:19]=[C:18]([C:20]([O:22]CC)=[O:21])[O:17][N:16]=1)[CH3:14])=[O:11].[OH-].[Li+].Cl>CO>[O:1]1[C:5]2[CH:6]=[CH:7][CH:8]=[CH:9][C:4]=2[CH:3]=[C:2]1[C:10]([NH:12][C@@H:13]([C:15]1[CH:19]=[C:18]([C:20]([OH:22])=[O:21])[O:17][N:16]=1)[CH3:14])=[O:11] |f:1.2|. Reported procedure: To the crude (R)-ethyl 3-(1-(benzofuran-2-carboxamido)ethyl)isoxazole-5-carboxylate was added lithium hydroxide (0.572 mL, 1.0 M in water), and MeOH (1.0 mL). The mixture was shaken at rt for 16 h, then hydrochloric acid (0.214 mL, 4.0 M in 1,4-dioxane) was added to acidify the reaction. Most of the solvent was evaporated. To the residue was added water (1.0 mL) and DCE (3 mL). After separation, the aqueous layer was extracted with DCE (3 mL). The combined organic phases were concentrated to giv...